This data is from the Open Reaction Database (ORD), a public repository of structured organic reaction records. The task is: describe an organic reaction: reactants, conditions, products, and yield Starting materials: N(=O)[O-].[Na+] (sodium nitrite), NC1=C(C=CC=C1)C1=CC=CC=C1 (2-aminobiphenyl), Cl (hydrochloric acid), C(CC)NC(CC#N)=O (N-propyl-2-cyanoacetamide), C(C)(=O)[O-].[Na+] (sodium acetate). Run in O (water), CC(=O)O (HOAc), O (water), O (water), O (water), C(C)O (ethanol). The product is C(#N)C(C(=O)NCCC)=NNC1=C(C=CC=C1)C1=CC=CC=C1 (2-Cyano-2-[(2-phenylphenyl)hydrazono]-N-propylacetamide). As a reaction SMILES: [NH2:1][C:2]1[CH:7]=[CH:6][CH:5]=[CH:4][C:3]=1[C:8]1[CH:13]=[CH:12][CH:11]=[CH:10][CH:9]=1.Cl.[N:15]([O-])=O.[Na+].[CH2:19]([NH:22][C:23](=[O:27])[CH2:24][C:25]#[N:26])[CH2:20][CH3:21].C([O-])(=O)C.[Na+]>CC(O)=O.O.C(O)C>[C:25]([C:24](=[N:15][NH:1][C:2]1[CH:7]=[CH:6][CH:5]=[CH:4][C:3]=1[C:8]1[CH:9]=[CH:10][CH:11]=[CH:12][CH:13]=1)[C:23]([NH:22][CH2:19][CH2:20][CH3:21])=[O:27])#[N:26] |f:2.3,5.6|. Procedure details: To a solution of 2-aminobiphenyl (10.16 g) in HOAc (36 ml) was added water (18 ml) and concentrated hydrochloric acid (18 ml). The solution was cooled to -15° with stirring. To this mixture was added dropwise a solution of sodium nitrite (4.36 g) in water (18 ml), maintaining the internal temperature below -5°. The resulting clear purple solution was stirred an additional 10 min at -10°, and was then added to a solution of N-propyl-2-cyanoacetamide (Prepared according to Shulka, J. S., et al., J...